Dataset: the Open Reaction Database (ORD), a public repository of structured organic reaction records. Task: describe an organic reaction: reactants, conditions, products, and yield Reactants: C1CCOC1, CON=C(Cc1ccc(F)cc1)c1ccccc1, CCOC(C)=O, c1ccncc1. Yields the product NC(Cc1ccc(F)cc1)c1ccccc1. RXN SMILES: [CH2:31]1[O:32][CH2:33][CH2:34][CH2:35]1.[CH3:1][O:2][N:3]=[C:4]([CH2:5][c:6]1[cH:7][cH:8][c:9]([F:12])[cH:10][cH:11]1)[c:13]1[cH:14][cH:15][cH:16][cH:17][cH:18]1.[CH3:25][CH2:26][O:27][C:28]([CH3:29])=[O:30].[cH:19]1[cH:20][cH:21][n:22][cH:23][cH:24]1>>[NH2:3][CH:4]([CH2:5][c:6]1[cH:7][cH:8][c:9]([F:12])[cH:10][cH:11]1)[c:13]1[cH:14][cH:15][cH:16][cH:17][cH:18]1. Starting materials: O=C([O-])[O-], CS(=O)(=O)c1ccc(CBr)cc1, FC(F)(F)Cc1nc2cc(Cl)c(Cl)cc2[nH]1, [K+], [K+], CN(C)C=O. Yields the product CS(=O)(=O)c1ccc(Cn2c(CC(F)(F)F)nc3cc(Cl)c(Cl)cc32)cc1. Reaction SMILES: [C:17](=[O:18])([O-:19])[O-:20].[CH3:23][S:24](=[O:25])(=[O:26])[c:27]1[cH:28][cH:29][c:30]([CH2:31][Br:32])[cH:33][cH:34]1.[Cl:1][c:2]1[cH:3][c:4]2[c:5]([nH:6][c:7]([CH2:9][C:10]([F:11])([F:12])[F:13])[n:8]2)[cH:14][c:15]1[Cl:16].[K+:21].[K+:22].[O:35]=[CH:36][N:37]([CH3:38])[CH3:39]>>[Cl:1][c:2]1[cH:3][c:4]2[c:5]([n:6][c:7]([CH2:9][C:10]([F:11])([F:12])[F:13])[n:8]2[CH2:31][c:30]2[cH:29][cH:28][c:27]([S:24]([CH3:23])(=[O:25])=[O:26])[cH:34][cH:33]2)[cH:14][c:15]1[Cl:16]. Reactants: Cl, [I-], O=N[O-], Nc1ccc(C(=O)N2CCCCC2)nc1, NC(N)=O, [Na+], [Na+]. Product: O=C(c1ccc(I)cn1)N1CCCCC1. As a reaction SMILES: [ClH:26].[I-:25].[N:1]([O-:2])=[O:3].[N:5]1([C:11](=[O:12])[c:13]2[cH:14][cH:15][c:16]([NH2:19])[cH:17][n:18]2)[CH2:6][CH2:7][CH2:8][CH2:9][CH2:10]1.[NH2:20][C:21](=[O:22])[NH2:23].[Na+:24].[Na+:4]>>[N:5]1([C:11](=[O:12])[c:13]2[cH:14][cH:15][c:16]([I:25])[cH:17][n:18]2)[CH2:6][CH2:7][CH2:8][CH2:9][CH2:10]1.